Dataset: the Open Reaction Database (ORD), a public repository of structured organic reaction records. Task: describe an organic reaction: reactants, conditions, products, and yield The reactants are ClCC=CC=CC (1-chloro-2,4-hexadiene), CC(C(C)=O)(C)C (3,3-dimethyl-butan-2-one). The product is CC(C)(C(CCC=CC=CC)=O)C (2,2-dimethyl-6,8-decadien-3-one). Isolated yield 100.0%. Reaction SMILES: Cl[CH2:2][CH:3]=[CH:4][CH:5]=[CH:6][CH3:7].[CH3:8][C:9]([CH3:14])([CH3:13])[C:10](=[O:12])[CH3:11]>>[CH3:8][C:9]([CH3:14])([C:10](=[O:12])[CH2:11][CH2:2][CH:3]=[CH:4][CH:5]=[CH:6][CH3:7])[CH3:13]. Reported procedure: According to the procedure described in Example 2, from 19.4 g of 1-chloro-2,4-hexadiene and 17.4 g of 3,3-dimethyl-butan-2-one there are obtained 30 g of crude 2,2-dimethyl-6,8-decadien-3-one which are subjected to a fractional distillation. Reactants: COC(CC(=O)NC=1C(=NC=CC1)C(=O)OC)=O (methyl 3-[(3-methoxy-3-oxopropanoyl)amino]pyridine-2-carboxylate), C[O-].[Na+] (sodium methoxide), C[O-].[Na+] (sodium methoxide). The solvent is TBF. Reaction conditions: time 0.5 hour. Yields the product OC1=C(C(NC2=CC=CN=C12)=O)C(=O)OC (methyl 4-hydroxy-2-oxo-1,2-dihydro-1,5-naphthyridine-3-carboxylate). RXN SMILES: [CH3:1][O:2][C:3](=[O:18])[CH2:4][C:5]([NH:7][C:8]1[C:9]([C:14]([O:16]C)=O)=[N:10][CH:11]=[CH:12][CH:13]=1)=[O:6].C[O-].[Na+]>>[OH:16][C:14]1[C:9]2[C:8](=[CH:13][CH:12]=[CH:11][N:10]=2)[NH:7][C:5](=[O:6])[C:4]=1[C:3]([O:2][CH3:1])=[O:18] |f:1.2|. Reported procedure: To a solution of methyl 3-[(3-methoxy-3-oxopropanoyl)amino]pyridine-2-carboxylate (7.3 g, 29.9 mmol, prepared as described in example 1) in anhydrous TBF (100 mL) was added solid sodium methoxide (3.9 g, 72.4 mmol) at 0° C. Immediately following the addition of the sodium methoxide, solids crashed out of the solution. The ice bath was then removed and the suspension was stirred for an additional 0.5 hours. The suspension was then filtered through a medium porosity filtration funnel to afford yel... Starting materials: CCOC(=O)C(CCc1ccccc1)NC1CSCC(C(C)C)N(CC(=O)O)C1=O, [Na+], [OH-]. Product: CC(C)C1CSCC(NC(CCc2ccccc2)C(=O)O)C(=O)N1CC(=O)O. Reaction SMILES: [CH2:1]([CH3:2])[O:3][C:4](=[O:5])[CH:6]([CH2:7][CH2:8][c:9]1[cH:10][cH:11][cH:12][cH:13][cH:14]1)[NH:15][CH:16]1[C:17](=[O:30])[N:18]([CH2:26][C:27](=[O:28])[OH:29])[CH:19]([CH:23]([CH3:24])[CH3:25])[CH2:20][S:21][CH2:22]1.[Na+:32].[OH-:31]>>[O:3]=[C:4]([OH:5])[CH:6]([CH2:7][CH2:8][c:9]1[cH:10][cH:11][cH:12][cH:13][cH:14]1)[NH:15][CH:16]1[C:17](=[O:30])[N:18]([CH2:26][C:27](=[O:28])[OH:29])[CH:19]([CH:23]([CH3:24])[CH3:25])[CH2:20][S:21][CH2:22]1. Reactants: FC=1C=C(C=O)C=CC1O (3-fluoro-4-hydroxy-benzaldehyde), CC1=C(N=C(O1)C1=CC=CC=C1)CCOS(=O)(=O)C (methanesulfonic acid 2-(5-methyl-2-phenyl-oxazol-4-yl)-ethyl ester). The product is FC=1C=C(C=O)C=CC1OCCC=1N=C(OC1C)C1=CC=CC=C1 (3-fluoro-4-[2-(5-methyl-2-phenyl-oxazol-4-yl)-ethoxy]-benzaldehyde). RXN SMILES: [F:1][C:2]1[CH:3]=[C:4]([CH:7]=[CH:8][C:9]=1[OH:10])[CH:5]=[O:6].[CH3:11][C:12]1[O:16][C:15]([C:17]2[CH:22]=[CH:21][CH:20]=[CH:19][CH:18]=2)=[N:14][C:13]=1[CH2:23][CH2:24]OS(C)(=O)=O>>[F:1][C:2]1[CH:3]=[C:4]([CH:7]=[CH:8][C:9]=1[O:10][CH2:24][CH2:23][C:13]1[N:14]=[C:15]([C:17]2[CH:22]=[CH:21][CH:20]=[CH:19][CH:18]=2)[O:16][C:12]=1[CH3:11])[CH:5]=[O:6]. Procedure details: In analogy to the procedures described in examples 114 b], c] and d], 3-fluoro-4-hydroxy-benzaldehyde was reacted with methanesulfonic acid 2-(5-methyl-2-phenyl-oxazol-4-yl)-ethyl ester [PCT Int. Appl. (2000) WO0008002] to give 3-fluoro-4-[2-(5-methyl-2-phenyl-oxazol-4-yl)-ethoxy]-benzaldehyde. Treatment of 3-fluoro-4-[2-(5-methyl-2-phenyl-oxazol-4-yl)-ethoxy]-benzaldehyde with (benzyloxycarbonyl-ethoxy-methyl)-triphenyl-phosphonium chloride (prepared in analogy to the procedure described for th... The reactants are [H-].[Na+] (sodium hydride), C(C)(=O)N1C(C(C2=CC(=C(C=C12)Br)F)=O)C (1-acetyl-6-bromo-5-fluoro-2-methylindolin-3-one), IC (iodomethane). Run in C1CCOC1 (THF). Run at time 10 minute. Product: C(C)(=O)N1C(C(C2=CC(=C(C=C12)Br)F)=O)(C)C (1-acetyl-6-bromo-5-fluoro-2,2-dimethylindolin-3-one). Isolated yield 35.7%. As a reaction SMILES: [C:1]([N:4]1[C:12]2[C:7](=[CH:8][C:9]([F:14])=[C:10]([Br:13])[CH:11]=2)[C:6](=[O:15])[CH:5]1[CH3:16])(=[O:3])[CH3:2].[H-].[Na+].I[CH3:20]>C1COCC1>[C:1]([N:4]1[C:12]2[C:7](=[CH:8][C:9]([F:14])=[C:10]([Br:13])[CH:11]=2)[C:6](=[O:15])[C:5]1([CH3:20])[CH3:16])(=[O:3])[CH3:2] |f:1.2|. Procedure: To a stirred mixture of 1-acetyl-6-bromo-5-fluoro-2-methylindolin-3-one (D88) (800 mg, 2.80 mmol) in THF (20 mL) at 0° C. was added sodium hydride (224 mg, 5.59 mmol). After stirring for 10 min, iodomethane (0.210 mL, 3.36 mmol) was added to the mixture. The mixture was allowed to warm to RT. The mixture was stirred for 1 hour at RT. The reaction was quenched with addition with saturated NH4Cl aq. and the mixture was poured into water (100 mL). The mixture was extracted with ethyl acetate (30 mL... Reactants: [Al+3], ClCCl, [Cl-], [Cl-], [Cl-], CC(C#N)c1cccc(C(=O)Cl)c1, c1cc2ccsc2s1. The product is CC(C#N)c1cccc(C(=O)c2cc3ccsc3s2)c1. As a reaction SMILES: [Al+3:23].[CH2:26]([Cl:27])[Cl:28].[Cl-:22].[Cl-:24].[Cl-:25].[Cl:9][C:10](=[O:11])[c:12]1[cH:13][c:14]([CH:18]([C:19]#[N:20])[CH3:21])[cH:15][cH:16][cH:17]1.[s:1]1[cH:2][cH:3][c:4]2[c:5]1[s:6][cH:7][cH:8]2>>[s:1]1[c:2]([C:10](=[O:11])[c:12]2[cH:13][c:14]([CH:18]([C:19]#[N:20])[CH3:21])[cH:15][cH:16][cH:17]2)[cH:3][c:4]2[c:5]1[s:6][cH:7][cH:8]2. The reactants are CN(S(=O)(=O)C(F)(F)F)CCP(O)(=O)O (2-(N-Methyltrifluoromethanesulfonamido)ethanephosphonic acid), C(C)N(S(=O)(=O)C(C(C(C(C(C(C(C(C(C(C(C(C(C(C(C(C(C(F)(F)F)(F)F)(F)F)(F)F)(F)F)(F)F)(F)F)(F)F)(F)F)(F)F)(F)F)(F)F)(F)F)(F)F)(F)F)(F)F)(F)F)(F)F)CCCP(O)(=O)O (3-(N-Ethylperfluorooctadecanesulfonamido)propanephosphonic acid), 3-(N-Methyl-1,2-dihydroperfluorobutanesulfonamido)propanephosphonic acid, C(C)N(S(=O)(=O)C(C(C(C(C(C(C(C(C(C(C(C(F)(F)F)(F)F)(F)F)(F)F)(F)F)(F)F)(F)F)(F)F)(F)F)(F)F)(F)F)(F)F)CCCP(O)(=O)O (3-(N-Ethylperfluorododecanesulfonamido)propanephosphonic acid), 3-(N-Methyl-1,1-dihydroperfluorobutanesulfonamido)propanephosphonic acid, CN(S(=O)(=O)C1(C(C(C(C(C1(F)F)(F)F)(F)F)(F)F)(F)F)F)CCCP(O)(=O)O (3-(N-Methylperfluorocyclohexanesulfonamido)propanephosphonic acid), CN(S(=O)(=O)C(C(C(C(F)(F)F)(F)F)(F)F)(F)F)CCCCCCP(O)(=O)O (6-(N-Methylperfluorobutanesulfonamido)hexanephosphonic acid), C(C)N(S(=O)(=O)C(C(F)(F)F)(F)F)CCCP(O)(=O)O (3-(N-Ethylperfluoroethanesulfonamido)propanephosphonic acid), CN(S(=O)(=O)C(C(C(C(C(C(F)(F)F)(F)F)(F)F)(F)F)(F)F)(F)F)CCCP(O)(=O)O (3-(N-Methylperfluorohexanesulfonamido)propanephosphonic acid), C(C)N(S(=O)(=O)C(C(C(C(C(C(C(C(F)(F)F)(F)F)(F)F)(F)F)(F)F)(F)F)(F)F)(F)F)CCCCCCCCCCCP(O)(=O)O (11-(N-Ethylperfluorooctanesulfonamido)undecanephosphonic acid). Product: CN(S(=O)(=O)C(F)(F)F)CP(O)(=O)O (N-Methyltrifluoromethanesulfonamidomethanephosphonic acid). As a reaction SMILES: [CH3:1][N:2]([CH2:10]CP(O)(=O)O)[S:3]([C:6]([F:9])([F:8])[F:7])(=[O:5])=[O:4].C(N(CCC[P:32]([OH:35])(=[O:34])[OH:33])S(C(F)(F)C(F)(F)F)(=O)=O)C.CN(CCCP(O)(=O)O)S(C(F)(F)C(F)(F)C(F)(F)C(F)(F)C(F)(F)C(F)(F)F)(=O)=O.C(N(CCCP(O)(=O)O)S(C(F)(F)C(F)(F)C(F)(F)C(F)(F)C(F)(F)C(F)(F)C(F)(F)C(F)(F)C(F)(F)C(F)(F)C(F)(F)C(F)(F)F)(=O)=O)C.C(N(CCCP(O)(=O)O)S(C(F)(F)C(F)(F)C(F)(F)C(F)(F)C(F)(F)C(F)(F)C(F)(F)C(F)(F)C(F)(F)C(F)(F)C(F)(F)C(F)(F)C(F)(F)C(F)(F)C(F)(F)C(F)(F)C(F)(F)C(F)(F)F)(=O)=O)C.C(N(CCCCCCCCCCCP(O)(=O)O)S(C(F)(F)C(F)(F)C(F)(F)C(F)(F)C(F)(F)C(F)(F)C(F)(F)C(F)(F)F)(=O)=O)C.CN(CCCCCCP(O)(=O)O)S(C(F)(F)C(F)(F)C(F)(F)C(F)(F)F)(=O)=O.CN(CCCP(O)(=O)O)S(C1(F)C(F)(F)C(F)(F)C(F)(F)C(F)(F)C1(F)F)(=O)=O>>[CH3:1][N:2]([CH2:10][P:32]([OH:35])(=[O:33])[OH:34])[S:3]([C:6]([F:7])([F:8])[F:9])(=[O:4])=[O:5]. Procedure: 2-(N-Methyltrifluoromethanesulfonamido)ethanephosphonic acid; 3-(N-Ethylperfluoroethanesulfonamido)propanephosphonic acid; 3-(N-Methylperfluorohexanesulfonamido)propanephosphonic acid; 3-(N-Ethylperfluorododecanesulfonamido)propanephosphonic acid; 3-(N-Ethylperfluorooctadecanesulfonamido)propanephosphonic acid; 11-(N-Ethylperfluorooctanesulfonamido)undecanephosphonic acid; 6-(N-Methylperfluorobutanesulfonamido)hexanephosphonic acid; 3-(N-Methyl-1,1-dihydroperfluorobutanesulfonamido)propanephosph...